The task is: describe an organic reaction: reactants, conditions, products, and yield. This data is from the Open Reaction Database (ORD), a public repository of structured organic reaction records. The reactants are [Al+3], C1CCOC1, CCN(CC)CCn1ncc2ccc(C3CCN(C(=O)OC(C)(C)C)CC3)cc21, [H-], [H-], [H-], [H-], [Li+]. Product: CCN(CC)CCn1ncc2ccc(C3CCN(C)CC3)cc21. As a reaction SMILES: [Al+3:2].[CH2:36]1[O:37][CH2:38][CH2:39][CH2:40]1.[CH2:7]([CH3:8])[N:9]([CH2:10][CH3:11])[CH2:12][CH2:13][n:14]1[n:15][cH:16][c:17]2[cH:18][cH:19][c:20]([CH:23]3[CH2:24][CH2:25][N:26]([C:29]([O:30][C:31]([CH3:32])([CH3:33])[CH3:34])=[O:35])[CH2:27][CH2:28]3)[cH:21][c:22]12.[H-:1].[H-:4].[H-:5].[H-:6].[Li+:3]>>[CH2:7]([CH3:8])[N:9]([CH2:10][CH3:11])[CH2:12][CH2:13][n:14]1[n:15][cH:16][c:17]2[cH:18][cH:19][c:20]([CH:23]3[CH2:24][CH2:25][N:26]([CH3:29])[CH2:27][CH2:28]3)[cH:21][c:22]12. The reactants are N[C@H]([C@@H](C(=O)NC1CC1)O)CCC ((2S,3S)-3-amino-N-cyclopropyl-2-hydroxyhexanamide), ClC1=CC=C(C=C1)C1(CC1)C(=O)N1[C@@H](C[C@H](C1)S(=O)(=O)C1=C(C=CC=C1)Cl)C(=O)O ((2S,4R)-1-(1-(4-chlorophenyl)cyclopropanecarbonyl)-4-(2-chlorophenylsulfonyl)pyrrolidine-2-carboxylic acid). The product is ClC1=CC=C(C=C1)C1(CC1)C(=O)N1[C@@H](C[C@H](C1)S(=O)(=O)C1=C(C=CC=C1)Cl)C(=O)N[C@H](C(C(=O)NC1CC1)=O)CCC ((2S,4R)-1-(1-(4-chlorophenyl)cyclopropanecarbonyl)-4-(2-chlorophenylsulfonyl)-N—((S)-1-(cyclopropylamino)-1,2-dioxohexan-3-yl)pyrrolidine-2-carboxamide). RXN SMILES: [NH2:1][C@@H:2]([CH2:11][CH2:12][CH3:13])[C@H:3]([OH:10])[C:4]([NH:6][CH:7]1[CH2:9][CH2:8]1)=[O:5].[Cl:14][C:15]1[CH:20]=[CH:19][C:18]([C:21]2([C:24]([N:26]3[CH2:30][C@H:29]([S:31]([C:34]4[CH:39]=[CH:38][CH:37]=[CH:36][C:35]=4[Cl:40])(=[O:33])=[O:32])[CH2:28][C@H:27]3[C:41](O)=[O:42])=[O:25])[CH2:23][CH2:22]2)=[CH:17][CH:16]=1>>[Cl:14][C:15]1[CH:20]=[CH:19][C:18]([C:21]2([C:24]([N:26]3[CH2:30][C@H:29]([S:31]([C:34]4[CH:39]=[CH:38][CH:37]=[CH:36][C:35]=4[Cl:40])(=[O:32])=[O:33])[CH2:28][C@H:27]3[C:41]([NH:1][C@@H:2]([CH2:11][CH2:12][CH3:13])[C:3](=[O:10])[C:4]([NH:6][CH:7]3[CH2:8][CH2:9]3)=[O:5])=[O:42])=[O:25])[CH2:23][CH2:22]2)=[CH:17][CH:16]=1. Reported procedure: The title compound was prepared in analogy to Example 1, using (2S,3S)-3-amino-N-cyclopropyl-2-hydroxyhexanamide and (2S,4R)-1-(1-(4-chlorophenyl)cyclopropanecarbonyl)-4-(2-chlorophenylsulfonyl)pyrrolidine-2-carboxylic acid in step 1. MS (m/e)=634.15 [M+H+]. Starting materials: CCCC1(CCC)CCSc2ccc(C#Cc3ccc(C(=O)OCC)cc3)cc21, CCO, [K+], [OH-], O. The product is CCCC1(CCC)CCSc2ccc(C#Cc3ccc(C(=O)O)cc3)cc21. Reaction SMILES: [CH2:3]([CH2:4][CH3:5])[C:6]1([CH2:29][CH2:30][CH3:31])[CH2:7][CH2:8][S:9][c:10]2[cH:11][cH:12][c:13]([C:16]#[C:17][c:18]3[cH:19][cH:20][c:21]([C:22](=[O:23])[O:24][CH2:25][CH3:26])[cH:27][cH:28]3)[cH:14][c:15]21.[CH3:33][CH2:34][OH:35].[K+:2].[OH-:1].[OH2:32]>>[CH2:3]([CH2:4][CH3:5])[C:6]1([CH2:29][CH2:30][CH3:31])[CH2:7][CH2:8][S:9][c:10]2[cH:11][cH:12][c:13]([C:16]#[C:17][c:18]3[cH:19][cH:20][c:21]([C:22](=[O:23])[OH:24])[cH:27][cH:28]3)[cH:14][c:15]21. Reactants: BrCCCCBr, O=C([O-])O, [H-], [Na+], [Na+], CN(C)C=O, c1ccc(-c2cc(NCc3cccc4ccccc34)on2)cc1. Yields the product BrCCCCN(Cc1cccc2ccccc12)c1cc(-c2ccccc2)no1. Reaction SMILES: [Br:26][CH2:27][CH2:28][CH2:29][CH2:30][Br:31].[C:32](=[O:33])([OH:34])[O-:35].[H-:1].[Na+:2].[Na+:36].[O:37]=[CH:38][N:39]([CH3:40])[CH3:41].[c:3]1([CH2:13][NH:14][c:15]2[cH:16][c:17](-[c:20]3[cH:21][cH:22][cH:23][cH:24][cH:25]3)[n:18][o:19]2)[cH:4][cH:5][cH:6][c:7]2[cH:8][cH:9][cH:10][cH:11][c:12]12>>[c:3]1([CH2:13][N:14]([c:15]2[cH:16][c:17](-[c:20]3[cH:21][cH:22][cH:23][cH:24][cH:25]3)[n:18][o:19]2)[CH2:30][CH2:29][CH2:28][CH2:27][Br:26])[cH:4][cH:5][cH:6][c:7]2[cH:8][cH:9][cH:10][cH:11][c:12]12. Starting materials: BrC1=CC=2C(C3=NC(=CC(=C3OC2C=C1)F)Cl)=O (8-bromo-2-chloro-4-fluoro-10H-chromeno[3,2-b]pyridin-10-one), C[Mg]Cl (methylmagnesium chloride). The solvent is C1CCOC1 (THF). Conditions: temperature 0 celsius, time 30 minute. Product: BrC1=CC=2C(C3=NC(=CC(=C3OC2C=C1)F)Cl)=C (8-bromo-2-chloro-4-fluoro-10-methylene-10H-chromeno[3,2-b]pyridine). RXN SMILES: [Br:1][C:2]1[CH:15]=[CH:14][C:13]2[O:12][C:11]3[C:6](=[N:7][C:8]([Cl:17])=[CH:9][C:10]=3[F:16])[C:5](=O)[C:4]=2[CH:3]=1.[CH3:19][Mg]Cl>C1COCC1>[Br:1][C:2]1[CH:15]=[CH:14][C:13]2[O:12][C:11]3[C:6](=[N:7][C:8]([Cl:17])=[CH:9][C:10]=3[F:16])[C:5](=[CH2:19])[C:4]=2[CH:3]=1. Reported procedure: To a solution of 8-bromo-2-chloro-4-fluoro-10H-chromeno[3,2-b]pyridin-10-one (44 mg, 0.134 mmol) in 10 mL of dry THF was added dropwise methylmagnesium chloride (3M in THF, 0.12 mL, 0.335 mmol) in at −78° C. The reaction was slowly warmed up to 0° C. over 2 hours. The reaction was quenched at 0° C. with saturated NH4Cl (20 mL) and extracted with EtOAc (2×10 mL). The combined organics were dried over sodium sulfate, filtered and evaporated to dryness. The derived tertiary alcohol was taken up in ... The reactants are BrC1=NC=CC=N1 (2-bromopyrimidine), O1CCOC12CCC(CC2)=O (1,4-dioxa-spiro[4.5]decan-8-one), C(CCC)[Li] (n-butyllithium). The solvent is C(Cl)Cl (CH2Cl2), C(Cl)Cl (methylene chloride), CCCCCC (hexane). Reaction conditions: temperature -78 celsius, time 29 minute. Product: N1=C(N=CC=C1)C1(CCC2(OCCO2)CC1)O (8-Pyrimidin-2-yl-1,4-dioxa-spiro[4.5]decan-8-ol). The yield is 53.5%. RXN SMILES: Br[C:2]1[N:7]=[CH:6][CH:5]=[CH:4][N:3]=1.C([Li])CCC.[O:13]1[C:17]2([CH2:22][CH2:21][C:20](=[O:23])[CH2:19][CH2:18]2)[O:16][CH2:15][CH2:14]1>C(Cl)Cl.CCCCCC>[N:3]1[CH:4]=[CH:5][CH:6]=[N:7][C:2]=1[C:20]1([OH:23])[CH2:21][CH2:22][C:17]2([O:16][CH2:15][CH2:14][O:13]2)[CH2:18][CH2:19]1. Reported procedure: To a solution of 2-bromopyrimidine (0.20 g, 1.258 mmol) in dry methylene chloride (3.0 mL) was dropwise added 1.6 M of n-butyllithium in hexane (0.86 mL) at −78° C. The reaction mixture was stirred for 29 min at −78° C. and 1,4-dioxa-spiro[4.5]decan-8-one (0.196 g, 1.26 mmol) in CH2Cl2(3 mL) was added dropwise. The reaction was stirred at −78° C. for 50 min and quenched with an aqueous solution of NH4Cl. After being warmed to room temperature, the mixture was extracted with CH2Cl2 three times. T...